From a dataset of the Open Reaction Database (ORD), a public repository of structured organic reaction records. describe an organic reaction: reactants, conditions, products, and yield The reactants are Clc1ncc2c(-c3cccc(Br)n3)n[nH]c2n1, C[Si](C)(C)CCOCCl, [H-], [Na+], CN(C)C=O. Yields the product C[Si](C)(C)CCOCn1nc(-c2cccc(Br)n2)c2cnc(Cl)nc21. Reaction SMILES: [Br:3][c:4]1[cH:5][cH:6][cH:7][c:8](-[c:10]2[n:11][nH:12][c:13]3[n:14][c:15]([Cl:19])[n:16][cH:17][c:18]23)[n:9]1.[Cl:20][CH2:21][O:22][CH2:23][CH2:24][Si:25]([CH3:26])([CH3:27])[CH3:28].[H-:2].[Na+:1].[O:29]=[CH:30][N:31]([CH3:32])[CH3:33]>>[Br:3][c:4]1[cH:5][cH:6][cH:7][c:8](-[c:10]2[n:11][n:12]([CH2:21][O:22][CH2:23][CH2:24][Si:25]([CH3:26])([CH3:27])[CH3:28])[c:13]3[n:14][c:15]([Cl:19])[n:16][cH:17][c:18]23)[n:9]1. Reactants: ClC(=O)OCC1=CC=CC=C1 (benzyl chloroformate), NC1=CC=C(CN2C3=C(N[C@H]4[C@@H](C2=O)CCC4)C=CC=C3)C=C1 ((3aR*,10aS*)-9-(4-aminobenzyl)-2,3,3a,4,9,10a-hexahydrobenzo[b]cyclopenta[e][1,4]diazepin-10(1H)-one), C([O-])([O-])=O.[Na+].[Na+] (sodium carbonate). Procedure: To a solution of (3aR*,10aS*)-9-(4-aminobenzyl)-2,3,3a,4,9,10a-hexahydrobenzo[b]cyclopenta[e][1,4]diazepin-10(1H)-one (3.64 g, 12 mmol) in dichloromethane (15 mL) was added a solution of sodium carbonate (1.88 g, 18 mmol) in water (15 mL) at 0° C. To this mixture was added benzyl chloroformate (2.0 mL, 14 mmol) at the same temperature and the mixture was stirred at 0° C. for 15 minutes. Upon phase separation, the aqueous layer was extracted with dichloromethane and the pooled organic layer was d... The product is C(C1=CC=CC=C1)OC(=O)NC1=CC=C(CN2C3=C(N[C@H]4[C@@H](C2=O)CCC4)C=CC=C3)C=C1 ((3aR*,10aS*)-9-[4-(Benzyloxycarbonylamino)benzyl]-2,3,3a,4,9,10a-hexahydrobenzo[b]cyclopenta[e][1,4]diazepin-10(1H)-one). Solvent: ClCCl (dichloromethane), O (water). Reaction SMILES: [NH2:1][C:2]1[CH:23]=[CH:22][C:5]([CH2:6][N:7]2[C:13](=[O:14])[C@H:12]3[CH2:15][CH2:16][CH2:17][C@H:11]3[NH:10][C:9]3[CH:18]=[CH:19][CH:20]=[CH:21][C:8]2=3)=[CH:4][CH:3]=1.C(=O)([O-])[O-].[Na+].[Na+].Cl[C:31]([O:33][CH2:34][C:35]1[CH:40]=[CH:39][CH:38]=[CH:37][CH:36]=1)=[O:32]>ClCCl.O>[CH2:34]([O:33][C:31]([NH:1][C:2]1[CH:23]=[CH:22][C:5]([CH2:6][N:7]2[C:13](=[O:14])[C@H:12]3[CH2:15][CH2:16][CH2:17][C@H:11]3[NH:10][C:9]3[CH:18]=[CH:19][CH:20]=[CH:21][C:8]2=3)=[CH:4][CH:3]=1)=[O:32])[C:35]1[CH:40]=[CH:39][CH:38]=[CH:37][CH:36]=1 |f:1.2.3|. Conditions: temperature 0 celsius, time 15 minute. Isolated yield 78.9%.